From a dataset of the Open Reaction Database (ORD), a public repository of structured organic reaction records. describe an organic reaction: reactants, conditions, products, and yield The reactants are N1=C(C=CC=C1)C(=O)OCC (ethyl pyridin-2-carboxylate), NN (hydrazine), C(C)OCC (diethyl ether). Run in C(C)O (ethanol). Reaction conditions: temperature 80 celsius, time 4 hour. Product: N1=C(C=CC=C1)C(=O)NN (Pyridin-2-carboxylic acid hydrazide). RXN SMILES: [N:1]1[CH:6]=[CH:5][CH:4]=[CH:3][C:2]=1[C:7]([O:9]CC)=O.[NH2:12][NH2:13].C(OCC)C>C(O)C>[N:1]1[CH:6]=[CH:5][CH:4]=[CH:3][C:2]=1[C:7]([NH:12][NH2:13])=[O:9]. Reported procedure: A mixture of ethyl pyridin-2-carboxylate (90 gm) and hydrazine (60 gm) in ethanol (400 ml) was stirred at 80° C. over a period of 4 h. Solvent was evaporated under vacuum to provide a crude mass. The crude mass was stirred with diethyl ether and the suspension was filtered and the wet cake washed with small quantity of ethanol (50 ml) to provide title compound in 76 gm quantity (93%) as a white solid. The reactants are CC(C)(C)OC(=O)N1CC(OS(C)(=O)=O)CC1C(=O)Nc1ccc(N2CCOCC2=O)cc1, CN(C)C=O, [N-]=[N+]=[N-], [Na+]. Product: CC(C)(C)OC(=O)N1CC(N=[N+]=[N-])CC1C(=O)Nc1ccc(N2CCOCC2=O)cc1. RXN SMILES: [CH3:1][S:2]([O:3][CH:6]1[CH2:7][CH:8]([C:18]([NH:19][c:20]2[cH:21][cH:22][c:23]([N:26]3[C:27](=[O:32])[CH2:28][O:29][CH2:30][CH2:31]3)[cH:24][cH:25]2)=[O:33])[N:9]([C:11](=[O:12])[O:13][C:14]([CH3:15])([CH3:16])[CH3:17])[CH2:10]1)(=[O:4])=[O:5].[CH3:38][N:39]([CH3:40])[CH:41]=[O:42].[N-:35]=[N+:36]=[N-:37].[Na+:34]>>[CH:6]1([N:35]=[N+:36]=[N-:37])[CH2:7][CH:8]([C:18]([NH:19][c:20]2[cH:21][cH:22][c:23]([N:26]3[C:27](=[O:32])[CH2:28][O:29][CH2:30][CH2:31]3)[cH:24][cH:25]2)=[O:33])[N:9]([C:11](=[O:12])[O:13][C:14]([CH3:15])([CH3:16])[CH3:17])[CH2:10]1. Starting materials: C([O-])([O-])=O.[K+].[K+] (Potassium carbonate), C(C1=CC=CC=C1)OC(=O)OC1(C(N(C2=C(C=CC=C12)F)CC1=CC(=C(C=C1)Cl)Cl)=O)C(=O)N (3-benzyloxycarbonyloxy-1-(3,4-dichlorobenzyl)-7-fluoro-2-oxoindoline-3-carboxamide). Solvent: C1(=CC=CC=C1)C (toluene). Yields the product ClC=1C=C(CN2C(C3(C4=CC=CC(=C24)F)C(NC(O3)=O)=O)=O)C=CC1Cl (1'-(3,4-dichlorobenzyl)-7'-fluorospiro[oxazolidine-5,3'-indoline]-2,2',4-trione). As a reaction SMILES: C(=O)([O-])[O-].[K+].[K+].C(O[C:15]([O:17][C:18]1([C:38]([NH2:40])=[O:39])[C:26]2[C:21](=[C:22]([F:27])[CH:23]=[CH:24][CH:25]=2)[N:20]([CH2:28][C:29]2[CH:34]=[CH:33][C:32]([Cl:35])=[C:31]([Cl:36])[CH:30]=2)[C:19]1=[O:37])=[O:16])C1C=CC=CC=1>C1(C)C=CC=CC=1>[Cl:36][C:31]1[CH:30]=[C:29]([CH:34]=[CH:33][C:32]=1[Cl:35])[CH2:28][N:20]1[C:21]2[C:26](=[CH:25][CH:24]=[CH:23][C:22]=2[F:27])[C:18]2([O:17][C:15](=[O:16])[NH:40][C:38]2=[O:39])[C:19]1=[O:37] |f:0.1.2|. Procedure details: Potassium carbonate (6.0 g.) was added to a solution of 3-benzyloxycarbonyloxy-1-(3,4-dichlorobenzyl)-7-fluoro-2-oxoindoline-3-carboxamide (2.0 g.) in toluene (100 ml.). The mixture was stirred and heated under reflux for 1 hour. The toluene was removed by evaporation and the residue partitioned between ether (100 ml.) and water (100 ml.). The aqueous phase was adjusted to pH 5 with 2M hydrochloric acid. The ether phase was then separated, washed with water, brine and then dried (MgSO4) and evap... Starting materials: C1(=CC=CC=C1)P(C1=CC=CC=C1)C1=CC=CC=C1 (triphenylphosphine), ClC=1C=C(C(=O)NC=2C(=NC=C(C2)S(=O)(=O)C)N2CCC(CC2)CCO)C=CC1 (3-chloro-N-[4-(2-hydroxy-ethyl)-5′-methanesulfonyl-3,4,5,6-tetrahydro-2H-[1,2′]bipyridinyl-3′-yl]benzamide), C(Br)(Br)(Br)Br (carbon tetrabromide). Run in C(Cl)Cl (methylene chloride). Run at temperature 0 celsius, time 8 hour. Yields the product BrCCC1CCN(CC1)C1=NC=C(C=C1NC(C1=CC(=CC=C1)Cl)=O)S(=O)(=O)C (N-[4-(2-bromo-ethyl)-5′-methanesulfonyl-3,4,5,6-tetrahydro-2H-[1,2′]bipyridinyl-3′-yl]-3-chloro-benzamide). The yield is 49.9%. Reaction SMILES: C1(P(C2C=CC=CC=2)C2C=CC=CC=2)C=CC=CC=1.[Cl:20][C:21]1[CH:22]=[C:23]([CH:46]=[CH:47][CH:48]=1)[C:24]([NH:26][C:27]1[C:28]([N:37]2[CH2:42][CH2:41][CH:40]([CH2:43][CH2:44]O)[CH2:39][CH2:38]2)=[N:29][CH:30]=[C:31]([S:33]([CH3:36])(=[O:35])=[O:34])[CH:32]=1)=[O:25].C(Br)(Br)(Br)[Br:50]>C(Cl)Cl>[Br:50][CH2:44][CH2:43][CH:40]1[CH2:41][CH2:42][N:37]([C:28]2[C:27]([NH:26][C:24](=[O:25])[C:23]3[CH:46]=[CH:47][CH:48]=[C:21]([Cl:20])[CH:22]=3)=[CH:32][C:31]([S:33]([CH3:36])(=[O:35])=[O:34])=[CH:30][N:29]=2)[CH2:38][CH2:39]1. Reported procedure: To a mixture of 0.300 g (1.14 mmol) of triphenylphosphine, and 0.500 g (1.14 mmol) of 3-chloro-N-[4-(2-hydroxy-ethyl)-5′-methanesulfonyl-3,4,5,6-tetrahydro-2H-[1,2′]bipyridinyl-3′-yl]benzamide in methylene chloride (20 mL), cooled to 0° C., is added 0.380 g (1.14 mmol) of carbon tetrabromide in multiple portions. The mixture is warmed to room temperature and stirred overnight then concentrated under reduced pressure and the residue purified by flash silica gel chromatography to provide 0.285 g (... Reactants: COC(CC(C)=O)=O (3-oxo-butyric acid methyl ester), R3—(CH2)m—NH2, C1(CCCCC1)N (cyclohexylamine), BrCC(=O)C1=C(C=CC(=C1)C(F)(F)F)Cl (2-bromo-1-(2-chloro-5-trifluoromethyl-phenyl)-ethanone), NC[C@@H]1[C@@H](CCCC1)O (cis-2-aminomethyl-1-cyclohexanol). Yields the product C1(CCCCC1)NC(=O)C1=C(N(C(=C1)C1=C(C=CC(=C1)C(F)(F)F)Cl)CC1C(CCCC1)O)C (5-(2-Chloro-5-trifluoromethyl-phenyl)-1-((1RS,2RS)-2-hydroxy-cyclohexylmethyl)-2-methyl-1H-pyrrole-3-carboxylic acid cyclohexylamide). RXN SMILES: C[O:2][C:3](=O)[CH2:4][C:5](=O)[CH3:6].Br[CH2:10][C:11]([C:13]1[CH:18]=[C:17]([C:19]([F:22])([F:21])[F:20])[CH:16]=[CH:15][C:14]=1[Cl:23])=O.[NH2:24][CH2:25][C@H:26]1[CH2:31][CH2:30][CH2:29][CH2:28][C@H:27]1[OH:32].[CH:33]1([NH2:39])[CH2:38][CH2:37][CH2:36][CH2:35][CH2:34]1>>[CH:33]1([NH:39][C:3]([C:4]2[CH:10]=[C:11]([C:13]3[CH:18]=[C:17]([C:19]([F:22])([F:21])[F:20])[CH:16]=[CH:15][C:14]=3[Cl:23])[N:24]([CH2:25][CH:26]3[CH2:31][CH2:30][CH2:29][CH2:28][CH:27]3[OH:32])[C:5]=2[CH3:6])=[O:2])[CH2:38][CH2:37][CH2:36][CH2:35][CH2:34]1. Procedure: The title compound was synthesized in analogy to Example 68, using 3-oxo-butyric acid methyl ester as compound of formula R, 2-bromo-1-(2-chloro-5-trifluoromethyl-phenyl)-ethanone as compound of formula S, cis-2-aminomethyl-1-cyclohexanol as R3—(CH2)m—NH2 and cyclohexylamine as R1R2NH, MS (ISP) 497.4 (M+H)+. Reactants: NC[C@H]1N(CCC[C@H]1C)C(=O)C1=C(C=CC(=C1)C)N1N=CC=C1 (((2S,3R)-2-(aminomethyl)-3-methylpiperidin-1-yl)(5-methyl-2-(1H-pyrazol-1-yl)phenyl)methanone), BrC=1N=NC(=CC1)C (3-bromo-6-methylpyridazine). Product: C[C@H]1[C@H](N(CCC1)C(=O)C1=C(C=CC(=C1)C)N1N=CC=C1)CNC=1N=NC(=CC1)C (((2S,3R)-3-Methyl-2-(((6-methylpyridazin-3-yl)amino)methyl)piperidin-1-yl)(5-methyl-2-(1H-pyrazol-1-yl)phenyl)methanone). Reaction SMILES: [NH2:1][CH2:2][C@@H:3]1[C@H:8]([CH3:9])[CH2:7][CH2:6][CH2:5][N:4]1[C:10]([C:12]1[CH:17]=[C:16]([CH3:18])[CH:15]=[CH:14][C:13]=1[N:19]1[CH:23]=[CH:22][CH:21]=[N:20]1)=[O:11].Br[C:25]1[N:26]=[N:27][C:28]([CH3:31])=[CH:29][CH:30]=1>>[CH3:9][C@@H:8]1[CH2:7][CH2:6][CH2:5][N:4]([C:10]([C:12]2[CH:17]=[C:16]([CH3:18])[CH:15]=[CH:14][C:13]=2[N:19]2[CH:23]=[CH:22][CH:21]=[N:20]2)=[O:11])[C@@H:3]1[CH2:2][NH:1][C:25]1[N:26]=[N:27][C:28]([CH3:31])=[CH:29][CH:30]=1. Reported procedure: The title compound was prepared following the same general protocol as described for Example A44 using ((2S,3R)-2-(aminomethyl)-3-methylpiperidin-1-yl)(5-methyl-2-(1H-pyrazol-1-yl)phenyl)methanone and 3-bromo-6-methylpyridazine. MS (ESI) 405 (M+H). The reactants are COC(C1=C(C(=C(C=C1C1=CC=NC=C1)OC)OC)CO)OC (3,4-dimethoxy-6-(4-pyridyl) hydroxymethylbenzaldehyde dimethylacetal), CS(=O)(=O)O (methanesulfonic acid), C(\C=C/C(=O)OC)(=O)OC (dimethyl maleate). Run in C(C)(=O)O (acetic acid), C1(=CC=CC=C1)C (toluene). Product: diester, N1=CC=C(C=C1)C1=C(C(=CC2=CC(=C(C=C12)OC)OC)C(=O)OC)C(=O)OC (1-(4-pyridyl)-2,3-bis(methoxycarbonyl)-6,7-dimethoxynaphthalene). Yield: 62.2%. RXN SMILES: CO[CH:3](OC)[C:4]1[C:9]([C:10]2[CH:15]=[CH:14][N:13]=[CH:12][CH:11]=2)=[CH:8][C:7]([O:16][CH3:17])=[C:6]([O:18][CH3:19])[C:5]=1CO.[C:24]([O:32][CH3:33])(=[O:31])/[CH:25]=[CH:26]\[C:27]([O:29][CH3:30])=[O:28].[CH3:34]S(O)(=O)=O>C(O)(=O)C.C1(C)C=CC=CC=1>[N:13]1[CH:12]=[CH:11][C:10]([C:9]2[C:4]3[C:3](=[CH:8][C:7]([O:16][CH3:17])=[C:6]([O:18][CH3:19])[CH:5]=3)[CH:34]=[C:26]([C:27]([O:29][CH3:30])=[O:28])[C:25]=2[C:24]([O:32][CH3:33])=[O:31])=[CH:15][CH:14]=1. Procedure: To a solution of 3,4-dimethoxy-6-(4-pyridyl) hydroxymethylbenzaldehyde dimethylacetal (18.4 g) in a mixture of acetic acid (50 ml) and toluene (50 ml) is added dimethyl maleate (8.64 ml), and the mixture is refluxed for one hour. To the mixture is added methanesulfonic acid (9.33 ml), and the mixture is refluxed for 8 hours while removing the resulting water with a Dean-Stalk apparatus. The mixture is cooled to room temperature, and concentrated. The residue is dissolved in chloroform, and the p...